The task is: describe an organic reaction: reactants, conditions, products, and yield. This data is from the Open Reaction Database (ORD), a public repository of structured organic reaction records. Starting materials: CCOc1cc(C(C)(C)C)ncc1C1=NC(C)(c2ccc(Cl)cc2)C(C)(c2ccc(Cl)cc2)N1C(=O)N1CCC(CC(=O)O)CC1, Cc1cc(CN)ccc1F. Yields the product CCOc1cc(C(C)(C)C)ncc1C1=NC(C)(c2ccc(Cl)cc2)C(C)(c2ccc(Cl)cc2)N1C(=O)N1CCC(CC(=O)NCc2ccc(F)c(C)c2)CC1. Reaction SMILES: [C:1]([CH3:2])([CH3:3])([CH3:4])[c:5]1[cH:6][c:7]([O:44][CH2:45][CH3:46])[c:8]([C:11]2=[N:15][C:14]([CH3:16])([c:17]3[cH:18][cH:19][c:20]([Cl:23])[cH:21][cH:22]3)[C:13]([CH3:24])([c:25]3[cH:26][cH:27][c:28]([Cl:31])[cH:29][cH:30]3)[N:12]2[C:32](=[O:33])[N:34]2[CH2:35][CH2:36][CH:37]([CH2:40][C:41](=[O:42])[OH:43])[CH2:38][CH2:39]2)[cH:9][n:10]1.[F:47][c:48]1[c:49]([CH3:56])[cH:50][c:51]([CH2:52][NH2:53])[cH:54][cH:55]1>>[C:1]([CH3:2])([CH3:3])([CH3:4])[c:5]1[cH:6][c:7]([O:44][CH2:45][CH3:46])[c:8]([C:11]2=[N:15][C:14]([CH3:16])([c:17]3[cH:18][cH:19][c:20]([Cl:23])[cH:21][cH:22]3)[C:13]([CH3:24])([c:25]3[cH:26][cH:27][c:28]([Cl:31])[cH:29][cH:30]3)[N:12]2[C:32](=[O:33])[N:34]2[CH2:35][CH2:36][CH:37]([CH2:40][C:41](=[O:42])[NH:53][CH2:52][c:51]3[cH:50][c:49]([CH3:56])[c:48]([F:47])[cH:55][cH:54]3)[CH2:38][CH2:39]2)[cH:9][n:10]1. Reactants: BrCCCCCC (1-bromohexane), BrC1=CC=C(C=C1)O (4-bromphenol), C(=O)([O-])[O-].[K+].[K+] (K2CO3). Solvent: CC(=O)C (acetone), CC(=O)C (acetone). Yields the product C(CCCCC)OC1=CC=C(C=C1)Br (4-n-Hexyloxybromobenzene). RXN SMILES: [Br:1][CH2:2][CH2:3][CH2:4][CH2:5][CH2:6][CH3:7].Br[C:9]1[CH:14]=[CH:13][C:12]([OH:15])=[CH:11][CH:10]=1.C([O-])([O-])=O.[K+].[K+]>CC(C)=O>[CH2:12]([O:15][C:5]1[CH:6]=[CH:7][C:2]([Br:1])=[CH:3][CH:4]=1)[CH2:11][CH2:10][CH2:9][CH2:14][CH3:13] |f:2.3.4|. Procedure details: A solution of 1-bromohexane (60 g) in acetone (150 ml) is added dropwise to a stirred mixture of 4-bromphenol (71 g) and K2CO3 (120 g) in acetone 600 ml) at room temperature. The stirred mixture is heated under reflux for 43 hrs (i.e. until glc revealed complete reaction). The product is extracted into ether twice, and the combined ethereal extracts are washed with water, 5% NaOH water and dried (MgSO4). The solvent is removed in vacuo and the residue was distilled (bp=100°-110° C. at 0.1 mm Hg)... The reactants are C1OC2=CC=3C=C(C4=CC=C(C=C4C3C=C2O1)OCC1=CC=CC=C1)CN1[C@H](C(=O)O)CCC1 (N-(2,3-Methylenedioxy-6-benzyloxy-phenanthr-9-ylmethyl)-L-proline), N (NH3). Yields the product C1OC2=CC=3C=C(C4=CC=C(C=C4C3C=C2O1)O)CN1[C@H](C(=O)O)CCC1 (N-(2,3-Methylenedioxy-6-hydroxy-phenanthr-9-ylmethyl)-L-proline). Reaction SMILES: [CH2:1]1[O:17][C:16]2[C:3](=[CH:4][C:5]3[CH:6]=[C:7]([CH2:26][N:27]4[CH2:34][CH2:33][CH2:32][C@H:28]4[C:29]([OH:31])=[O:30])[C:8]4[C:13]([C:14]=3[CH:15]=2)=[CH:12][C:11]([O:18]CC2C=CC=CC=2)=[CH:10][CH:9]=4)[O:2]1.N>>[CH2:1]1[O:17][C:16]2[C:3](=[CH:4][C:5]3[CH:6]=[C:7]([CH2:26][N:27]4[CH2:34][CH2:33][CH2:32][C@H:28]4[C:29]([OH:31])=[O:30])[C:8]4[C:13]([C:14]=3[CH:15]=2)=[CH:12][C:11]([OH:18])=[CH:10][CH:9]=4)[O:2]1. Procedure details: General procedure g from 18 (95%); white powder; mp 205-206° C.; 1H NMR (400.13 MHz) δ 8.07 (d, J=4 Hz, 1H), 7.82 (s, 1H), 7.80 (d, J=2 Hz, 1H), 7.42 (s, 1H), 7.21 (dd, J=4 Hz, 2 Hz, 1H), 7.10 (s, 1H), 6.04 (s, 2H), 4.09 (s, 2H), 3.16 (m, 1H), 2.38 (m, 2H), 2.23 (m, 2H), 1.95 (m, 2H); MS (DCI/NH3) m/e: 366 (M+H)+. Starting materials: SC1(N=NNN1)CC(=O)OCC (Ethyl 5-mercapto-1H-tetrazol-5-ylacetate), C(C)O (ethanol), N (ammonia). Run at time 36 hour. The product is SC1=NN=NN1CC(=O)N (5-Mercapto-1H-tetrazol-1-ylacetamide). As a reaction SMILES: [SH:1][C:2]1(CC(OCC)=O)[NH:6][NH:5][N:4]=[N:3]1.[NH3:13].[CH2:14]([OH:16])[CH3:15]>>[SH:1][C:2]1[N:3]([CH2:15][C:14]([NH2:13])=[O:16])[N:4]=[N:5][N:6]=1. Procedure: Ethyl 5-mercapto-1H-tetrazol-5-ylacetate (15.0 g) was dissolved in ethanol (50 ml), the solution was saturated with ammonia gas then set aside for 36 hours. The precipitated mass was collected, washed with ethanol (20 ml), dried and dissolved in water (100 ml). The solution was treated with decolourising charcoal, filtered, acidified with concentrated hydrochloric acid and cooled in an ice bath. The product crystallised as needles and was collected, washed with a little water and dried in vacuo,... The reactants are OC=1C=C(C=O)C=CC1[N+](=O)[O-] (3-Hydroxy-4-nitrobenzaldehyde), C([O-])([O-])=O.[K+].[K+] (potassium carbonate). Run in C(C)(=O)OCC (ethyl acetate), O (water). Reaction conditions: time 5 hour. Product: COC=1C=C(C=O)C=CC1[N+](=O)[O-] (3-methoxy-4-nitrobenzaldehyde). The yield is 95.6%. RXN SMILES: [OH:1][C:2]1[CH:3]=[C:4]([CH:7]=[CH:8][C:9]=1[N+:10]([O-:12])=[O:11])[CH:5]=[O:6].[C:13](=O)([O-])[O-].[K+].[K+]>C(OCC)(=O)C.O>[CH3:13][O:1][C:2]1[CH:3]=[C:4]([CH:7]=[CH:8][C:9]=1[N+:10]([O-:12])=[O:11])[CH:5]=[O:6] |f:1.2.3|. Procedure details: 3-Hydroxy-4-nitrobenzaldehyde (500 mg, 2.99 mmol) and potassium carbonate (0.42 g, 3.0 mmol) were dissolved in 6.0 mL of N,N-dimethylormamide. After addition of iodemethane (0.38 mL, 6.0 mmol) at room temperature, the mixture was stirred for 5 h at the same temperature. The reaction mixture was diluted with ethyl acetate and water, and separated. The organic layer was washed with brine twice, and dried over MgSO4. After filtration, the filtrate was concentrated in vacuo, and the residue was puri...